This data is from the Open Reaction Database (ORD), a public repository of structured organic reaction records. The task is: describe an organic reaction: reactants, conditions, products, and yield Reactants: ClC=1C(=NC2=CC=C(C=C2N1)C(=O)OC)C1=CC=CC=C1 (methyl 3-chloro-2-phenylquinoxaline-6-carboxylate), BrC1=C(C=CC=C1)CCCN (3-(2-bromophenyl)propan-1-amine), C([O-])([O-])=O.[K+].[K+] (potassium carbonate). Solvent: C1(=CC=CC=C1)C.CS(=O)C (toluene DMSO). Run at temperature 100 celsius, time 8 hour. Yields the product BrC1=C(C=CC=C1)CCCNC=1C(=NC2=CC=C(C=C2N1)C(=O)OC)C1=CC=CC=C1 (Methyl 3-(3-(2-bromophenyl)propylamino)-2-phenylquinoxaline-6-carboxylate). RXN SMILES: Cl[C:2]1[C:3]([C:16]2[CH:21]=[CH:20][CH:19]=[CH:18][CH:17]=2)=[N:4][C:5]2[C:10]([N:11]=1)=[CH:9][C:8]([C:12]([O:14][CH3:15])=[O:13])=[CH:7][CH:6]=2.[Br:22][C:23]1[CH:28]=[CH:27][CH:26]=[CH:25][C:24]=1[CH2:29][CH2:30][CH2:31][NH2:32].C(=O)([O-])[O-].[K+].[K+]>C1(C)C=CC=CC=1.CS(C)=O>[Br:22][C:23]1[CH:28]=[CH:27][CH:26]=[CH:25][C:24]=1[CH2:29][CH2:30][CH2:31][NH:32][C:2]1[C:3]([C:16]2[CH:21]=[CH:20][CH:19]=[CH:18][CH:17]=2)=[N:4][C:5]2[C:10]([N:11]=1)=[CH:9][C:8]([C:12]([O:14][CH3:15])=[O:13])=[CH:7][CH:6]=2 |f:2.3.4,5.6|. Reported procedure: Into a 20-mL sealed tube, was placed methyl 3-chloro-2-phenylquinoxaline-6-carboxylate (180 mg, 0.60 mmol, 1.00 equiv), toluene/DMSO (5/1 mL), 3-(2-bromophenyl)propan-1-amine (385 mg, 1.80 mmol, 2.99 equiv), and potassium carbonate (414 mg, 3.00 mmol, 4.98 equiv). The resulting solution was stirred overnight at 100° C. The mixture was concentrated under vacuum. The residue was purified by silica gel chromatography with ethyl acetate/petroleum ether (1:50). This resulted in 240 mg (80%) of methyl...